This data is from the Open Reaction Database (ORD), a public repository of structured organic reaction records. The task is: describe an organic reaction: reactants, conditions, products, and yield Reactants: ClC1=C(C=C(C(=C1)F)[N+](=O)[O-])C1SCCCS1 (2-(2-chloro-4-fluoro-5-nitrophenyl)-1,3-dithiane), O1CCCC1 (tetrahydrofuran). The reagents and catalysts are [Fe] (Iron). Run in C(C)(=O)O (acetic acid), C(C)OCC (diethyl ether). Conditions: temperature 50 celsius. Product: NC=1C(=CC(=C(C1)C1SCCCS1)Cl)F (2-(5-amino-2-chloro-4-fluorophenyl)-1,3-dithiane). The yield is 75.2%. RXN SMILES: [Cl:1][C:2]1[CH:7]=[C:6]([F:8])[C:5]([N+:9]([O-])=O)=[CH:4][C:3]=1[CH:12]1[S:17][CH2:16][CH2:15][CH2:14][S:13]1.O1CCCC1>C(O)(=O)C.C(OCC)C.[Fe]>[NH2:9][C:5]1[C:6]([F:8])=[CH:7][C:2]([Cl:1])=[C:3]([CH:12]2[S:17][CH2:16][CH2:15][CH2:14][S:13]2)[CH:4]=1. Procedure details: To a stirred mixture of 20.0 g (0.0681 mole) of 2-(2-chloro-4-fluoro-5-nitrophenyl)-1,3-dithiane in 150 mL of acetic acid was added 75 mL of tetrahydrofuran. Iron powder (15.8 g, 0.269 mole) was added portionwise. Upon complete addition, the reaction mixture was heated to about 50° C. for approximately 30 minutes. The reaction mixture was cooled in an ice bath and was diluted with diethyl ether. The resultant mixture was filtered through a pad of Celite® filter aid. Water was added to the filtra... The reactants are CC1=CC=C2C=C(NC2=C1NS(=O)(=O)C=1SC=CC1)C(=O)OCC (ethyl 6-methyl-7-[(2-thienylsulfonyl)amino]-1H-indole-2-carboxylate), CO (methanol), [OH-].[K+] (potassium hydroxide), C(CC(O)(C(=O)O)CC(=O)O)(=O)O (citric acid). Solvent: O1CCCC1 (tetrahydrofuran). Conditions: time 15 hour. Yields the product CC1=CC=C2C=C(NC2=C1NS(=O)(=O)C=1SC=CC1)C(=O)O (6-Methyl-7-[(2-thienylsulfonyl)amino]-1H-indole-2-carboxylic acid). The yield is 88.0%. Reaction SMILES: [CH3:1][C:2]1[C:10]([NH:11][S:12]([C:15]2[S:16][CH:17]=[CH:18][CH:19]=2)(=[O:14])=[O:13])=[C:9]2[C:5]([CH:6]=[C:7]([C:20]([O:22]CC)=[O:21])[NH:8]2)=[CH:4][CH:3]=1.CO.[OH-].[K+].C(O)(=O)CC(CC(O)=O)(C(O)=O)O>O1CCCC1>[CH3:1][C:2]1[C:10]([NH:11][S:12]([C:15]2[S:16][CH:17]=[CH:18][CH:19]=2)(=[O:14])=[O:13])=[C:9]2[C:5]([CH:6]=[C:7]([C:20]([OH:22])=[O:21])[NH:8]2)=[CH:4][CH:3]=1 |f:2.3|. Reported procedure: To a mixed solution of ethyl 6-methyl-7-[(2-thienylsulfonyl)amino]-1H-indole-2-carboxylate (0.48 g) in tetrahydrofuran (10 mL)-methanol (10 mL) was added aqueous solution (5 mL) of 85% potassium hydroxide (0.35 g), and the mixture was stirred at room temperature for 15 hr. Aqueous citric acid solution was added to the reaction mixture, and the mixture was extracted with ethyl acetate, washed with saturated brine, dried over anhydrous magnesium sulfate, and concentrated under reduced pressure. Th...